From a dataset of the Open Reaction Database (ORD), a public repository of structured organic reaction records. describe an organic reaction: reactants, conditions, products, and yield The reactants are N1=CC=C2C=3C(C(C4=C(C13)C=CC=C4)=O)=CC=C2 (7H-Dibenzo[de,h]quinol-7-one). The reagents and catalysts are [Pt] (platinum). The solvent is C(C)O (ethanol). Run at temperature 25 celsius, time 23 hour. The product is OC1=C2C=3C(=CC=NC3C3=C1C=CC=C3)CCC2 (7-Hydroxy-5,6-dihydro-4H-dibenzo[de,h]quinoline). Isolated yield 63.8%. RXN SMILES: [N:1]1[C:10]2[C:9]3[CH:11]=[CH:12][CH:13]=[CH:14][C:8]=3[C:7](=[O:15])[C:6]3=[CH:16][CH:17]=[CH:18][C:4]([C:5]=23)=[CH:3][CH:2]=1>C(O)C.[Pt]>[OH:15][C:7]1[C:8]2[CH:14]=[CH:13][CH:12]=[CH:11][C:9]=2[C:10]2[N:1]=[CH:2][CH:3]=[C:4]3[CH2:18][CH2:17][CH2:16][C:6]=1[C:5]=23. Procedure details: 7H-Dibenzo[de,h]quinol-7-one (17.4 g) and Adams platinum (5.8 g) suspended in ethanol (394 cc) are placed under an initial hydrogen pressure of 10 bars at 25° C. The mixture is stirred for 23 hours at 25° C. The catalyst is filtered off and washed four times with dimethylformamide (total 1000 cc). The combined organic solutions are evaporated to dryness. The residue (22.1 g) is stirred for one hour with distilled water (500 cc) and then the precipitate is filtered off, washed twice, successively... Starting materials: [BH3-]C#N, C=O, CC(=O)O, CO, O=C(Nc1ccc(NCc2ccc(Cl)s2)cc1Cl)C(F)(F)F, [Na+], O. The product is CN(Cc1ccc(Cl)s1)c1ccc(NC(=O)C(F)(F)F)c(Cl)c1. Reaction SMILES: [C:29]([BH3-:30])#[N:31].[CH2:23]=[O:24].[CH3:25][C:26](=[O:27])[OH:28].[CH3:33][OH:34].[Cl:1][c:2]1[c:3]([NH:16][C:17]([C:18]([F:19])([F:20])[F:21])=[O:22])[cH:4][cH:5][c:6]([NH:8][CH2:9][c:10]2[s:11][c:12]([Cl:15])[cH:13][cH:14]2)[cH:7]1.[Na+:32].[OH2:35]>>[Cl:1][c:2]1[c:3]([NH:16][C:17]([C:18]([F:19])([F:20])[F:21])=[O:22])[cH:4][cH:5][c:6]([N:8]([CH2:9][c:10]2[s:11][c:12]([Cl:15])[cH:13][cH:14]2)[CH3:25])[cH:7]1. The reactants are COC(=O)c1ccc2c(c1)OCC2(C)Cc1cccc2ccccc12, CCO, Cl, [Na+], C1CCOC1, [OH-], O. The product is CC1(Cc2cccc3ccccc23)COc2cc(C(=O)O)ccc21. As a reaction SMILES: [CH3:1][O:2][C:3](=[O:4])[c:5]1[cH:6][c:7]2[c:8]([cH:24][cH:25]1)[C:9]([CH2:12][c:13]1[cH:14][cH:15][cH:16][c:17]3[cH:18][cH:19][cH:20][cH:21][c:22]13)([CH3:23])[CH2:10][O:11]2.[CH3:28][CH2:29][OH:30].[ClH:31].[Na+:27].[O:32]1[CH2:33][CH2:34][CH2:35][CH2:36]1.[OH-:26].[OH2:37]>>[O:2]=[C:3]([OH:4])[c:5]1[cH:6][c:7]2[c:8]([cH:24][cH:25]1)[C:9]([CH2:12][c:13]1[cH:14][cH:15][cH:16][c:17]3[cH:18][cH:19][cH:20][cH:21][c:22]13)([CH3:23])[CH2:10][O:11]2. The reactants are O1C=NC=C1 (Oxazole), iodo alkyl, C(CCC)[Li] (butyl lithium), S1C=NC=C1 (thiazole), dialkyl ether, tetrakis triphenylphosphine palladium. The reagents and catalysts are [Cl-].[Zn+2].[Cl-] (Zinc chloride). Solvent: C1CCOC1 (THF). The product is O1C=NC=C1.N1C=CC2=CC=CC=C12.S1C=NC=C1 (oxazole thiazole indole). Reaction SMILES: [O:1]1[CH:5]=[CH:4][N:3]=[CH:2]1.[S:6]1[CH:10]=[CH:9][N:8]=[CH:7]1.[CH2:11]([Li])[CH2:12][CH2:13][CH3:14]>[Cl-].[Zn+2].[Cl-].C1COCC1>[O:1]1[CH:5]=[CH:4][N:3]=[CH:2]1.[NH:8]1[C:9]2[C:10](=[CH:11][CH:12]=[CH:13][CH:14]=2)[CH:2]=[CH:7]1.[S:6]1[CH:10]=[CH:9][N:8]=[CH:7]1 |f:3.4.5,7.8.9|. Reported procedure: Alternatively, iodo indole 5 is reacted with an alkyl halide, for example as propyl or butyl iodide, bromide, or chloride in the presence of a base, for example sodium hydride or potassium tert-butoxide, more preferably potassium tert-butoxide, in an organic solvent, for example THF, DMF or DMSO, preferably DMSO, at a temperature from room temperature to about 100° C., to yield iodo alkyl 9. An Oxazole or a thiazole in an organic solvent, for example dialkyl ether or THF, at a temperature from a... Reactants: [N+](=O)([O-])C1=C(C=CC=C1)N=NC1=C(C(=CC(=C1)C(C)(C)CC)C(C)(C)CC)O (2-nitro-2'-hydroxy-3',5'-di-t-amylazobenzene), N(=NC1=CC=CC=C1)C1=CC=CC=C1 (azobenzene), [N+](=O)([O-])C1=C(C=CC=C1)N=NC1=C(C=CC(=C1)C)O (2-nitro-2'-hydroxy-5'-methylazobenzene), C1(O)=CC=C(O)C=C1 (hydroquinone), O=C[C@H](O)[C@@H](O)[C@H](O)[C@H](O)CO (glucose), S(O)(O)(=O)=O (sulfuric acid). Run in C1(=CC=CC=C1)C (toluene), O (Water). Run at temperature 60 celsius. Product: OC1=C(C=C(C=C1)C)N1N=C2C(=[N+]1[O-])C=CC=C2 (2-(2'-hydroxy-5'-methylphenyl)benzotriazole-N-oxide). Isolated yield 99.2%. Reaction SMILES: [N+:1]([C:4]1[CH:9]=[CH:8][CH:7]=[CH:6][C:5]=1[N:10]=[N:11][C:12]1[CH:17]=[C:16]([CH3:18])[CH:15]=[CH:14][C:13]=1[OH:19])([O-])=[O:2].C1(C=CC(O)=CC=1)O.O=C[C@@H]([C@H]([C@@H]([C@@H](CO)O)O)O)O.N(C1C=CC=CC=1)=NC1C=CC=CC=1.[N+](C1C=CC=CC=1N=NC1C=C(C(CC)(C)C)C=C(C(CC)(C)C)C=1O)([O-])=O.S(=O)(=O)(O)O>C1(C)C=CC=CC=1.O>[OH:19][C:13]1[CH:14]=[CH:15][C:16]([CH3:18])=[CH:17][C:12]=1[N:11]1[N+:1]([O-:2])=[C:4]2[CH:9]=[CH:8][CH:7]=[CH:6][C:5]2=[N:10]1. Procedure: Water 70 ml, 97% sodium hydroxide 5.2 g, 2-nitro-2'-hydroxy-5'-methylazobenzene 12.9 g and toluene 10 ml were mixed and heated to 60° C. After stirring, hydroquinone 0.6 g was added and glucose 5.0 g was added to the mixture over one hour at 40° to 45° C. The mixture was further stirred for two hours, and the azobenzene disappeared, thus Process (b) being completed. The reaction liquor was neutralized with 62% sulfuric acid 5.8 g, and was cooled to 20° C. to precipitate a crystal. The crystal th... The reactants are CC1=C(C(=CC(=C1)C)C)N=C(C)C1=NC(=CC=C1)C(C)=O (2-[1-(2,4,6-trimethylphenylimino)ethyl]-6-acetylpyridine), C[Si](OC1=CC=C(N)C=C1)(C)C (4-trimethylsiloxy-aniline). Run in C1(=CC=CC=C1)C (toluene). Yields the product CC1=C(C(=CC(=C1)C)C)N=C(C)C1=NC(=CC=C1)C(C)=NC1=CC=C(C=C1)O[Si](C)(C)C (2-[1-(2,4,6-trimethylphenylimino)ethyl]-6-[1-(4-trimethylsiloxyphenylimino)ethyl]pyridine). Reaction SMILES: [CH3:1][C:2]1[CH:7]=[C:6]([CH3:8])[CH:5]=[C:4]([CH3:9])[C:3]=1[N:10]=[C:11]([C:13]1[CH:18]=[CH:17][CH:16]=[C:15]([C:19](=O)[CH3:20])[N:14]=1)[CH3:12].[CH3:22][Si:23]([CH3:33])([CH3:32])[O:24][C:25]1[CH:31]=[CH:30][C:28]([NH2:29])=[CH:27][CH:26]=1>C1(C)C=CC=CC=1>[CH3:1][C:2]1[CH:7]=[C:6]([CH3:8])[CH:5]=[C:4]([CH3:9])[C:3]=1[N:10]=[C:11]([C:13]1[CH:18]=[CH:17][CH:16]=[C:15]([C:19](=[N:29][C:28]2[CH:27]=[CH:26][C:25]([O:24][Si:23]([CH3:33])([CH3:32])[CH3:22])=[CH:31][CH:30]=2)[CH3:20])[N:14]=1)[CH3:12]. Procedure details: Monoimine (1, 1.4 g, 5 mmol) and 4-trimethylsiloxyaniline (8, 906 mg, 5 mmol) were dissolved in 50 ml of toluene. To this solution 4 Å molecular sieves were added. After standing at room temperature for 4 days with addition of more molecular sieves the reaction mixture was filtered and the solvent was removed in vacuo. The product was washed with a small amount of methanol. Yield 1.4 g (63%) of mixed diimine (9). 1H NMR (CDCl3) δ 8.42 (dd, 1H), 8.33 (dd, 1H), 7.86 (t, 1H), 6.88 (s, 2H), 6.86 (d,... The reactants are FC1=C(C(=CC(=C1)OCC[C@H]1[C@H](C1)C1CCN(CC1)C1=NC=C(C=N1)OC)F)CC(=O)OC(C)(C)C (Tert-butyl 2-(2,6-difluoro-4-(2-((1S,2R)-2-(1-(5-methoxypyrimidin-2-yl)piperidin-4-yl)cyclopropyl)ethoxy)phenyl)acetate), Cl (hydrochloric acid). Run in C(Cl)Cl (DCM). Run at temperature 35 celsius, time 5 hour. Product: FC1=C(C(=CC(=C1)OCC[C@H]1[C@H](C1)C1CCN(CC1)C1=NC=C(C=N1)OC)F)CC(=O)O ([2,6-difluoro-4-(2-{(1S,2R)-2-[1-(5-methoxypyrimidin-2-yl]piperidin-4-yl)cyclopropyl}ethoxy)phenyl]acetic acid). RXN SMILES: [F:1][C:2]1[CH:7]=[C:6]([O:8][CH2:9][CH2:10][C@@H:11]2[CH2:13][C@@H:12]2[CH:14]2[CH2:19][CH2:18][N:17]([C:20]3[N:25]=[CH:24][C:23]([O:26][CH3:27])=[CH:22][N:21]=3)[CH2:16][CH2:15]2)[CH:5]=[C:4]([F:28])[C:3]=1[CH2:29][C:30]([O:32]C(C)(C)C)=[O:31].Cl>C(Cl)Cl>[F:1][C:2]1[CH:7]=[C:6]([O:8][CH2:9][CH2:10][C@@H:11]2[CH2:13][C@@H:12]2[CH:14]2[CH2:19][CH2:18][N:17]([C:20]3[N:21]=[CH:22][C:23]([O:26][CH3:27])=[CH:24][N:25]=3)[CH2:16][CH2:15]2)[CH:5]=[C:4]([F:28])[C:3]=1[CH2:29][C:30]([OH:32])=[O:31]. Procedure: Tert-butyl 2-(2,6-difluoro-4-(2-((1S,2R)-2-(1-(5-methoxypyrimidin-2-yl)piperidin-4-yl)cyclopropyl)ethoxy)phenyl)acetate (1.87 g, 3.71 mmol) was dissolved in DCM (10 ml) and hydrochloric acid (9.28 ml, 4 M solution in dioxane, 37.1 mmol) was added. The mixture was stirred at 35° C. for 5 h. The volatiles were removed under reduced pressure to afford the titled compound. LC/MS (m/z): 448 (M+H)+. The reactants are C(C=CC)Br (Crotyl bromide), C(=O)([O-])[O-].[K+].[K+] (K2CO3), C(C)(C)(C)OC(CN1C(=NC2=C1C=CC(=C2)NS(=O)(=O)C2=CC=C(C=C2)F)CCC)=O ([5-(4-fluoro-benzenesulfonylamino)-2-propyl-benzoimidazol-1-yl]-acetic acid tert-butyl ester). Run in CC#N (CH3CN), CCOC(=O)C (EtOAc), O (H2O). Conditions: temperature 80 celsius, time 8 hour. Yields the product C(C)(C)(C)OC(CN1C(=NC2=C1C=CC(=C2)N(S(=O)(=O)C2=CC=C(C=C2)F)CC=CC)CCC)=O ({5-[But-2-enyl-(4-fluoro-benzenesulfonyl)-amino]-2-propyl-benzoimidazol-1-yl}-acetic acid tert-butyl ester). RXN SMILES: [CH2:1](Br)[CH:2]=[CH:3][CH3:4].C([O-])([O-])=O.[K+].[K+].[C:12]([O:16][C:17](=[O:42])[CH2:18][N:19]1[C:23]2[CH:24]=[CH:25][C:26]([NH:28][S:29]([C:32]3[CH:37]=[CH:36][C:35]([F:38])=[CH:34][CH:33]=3)(=[O:31])=[O:30])=[CH:27][C:22]=2[N:21]=[C:20]1[CH2:39][CH2:40][CH3:41])([CH3:15])([CH3:14])[CH3:13]>CC#N.CCOC(C)=O.O>[C:12]([O:16][C:17](=[O:42])[CH2:18][N:19]1[C:23]2[CH:24]=[CH:25][C:26]([N:28]([CH2:1][CH:2]=[CH:3][CH3:4])[S:29]([C:32]3[CH:33]=[CH:34][C:35]([F:38])=[CH:36][CH:37]=3)(=[O:30])=[O:31])=[CH:27][C:22]=2[N:21]=[C:20]1[CH2:39][CH2:40][CH3:41])([CH3:15])([CH3:14])[CH3:13] |f:1.2.3|. Reported procedure: Crotyl bromide (0.27 mmol) and K2CO3 (63 mg, 0.45 mmol) were added to a solution of [5-(4-fluoro-benzenesulfonylamino)-2-propyl-benzoimidazol-1-yl]-acetic acid tert-butyl ester (40 mg, 0.09 mmol) in CH3CN (1 mL), and stirred overnight at 80° C. The reaction mixture was diluted with EtOAc and H2O, and then filtered through an Extrelut column. The column was washed with EtOAc, and the filtrate was concentrated. The crude product was carried onto the next reaction without any further purification o... The reactants are P(=O)(OCC(COC(NCCCCCCCCCCCCCCCCC)=O)OC1=NOC=C1)(OCCBr)[O-] ((2RS)-3-(N-heptadecylcarbamoyloxy)-2-(3-isoxazolyloxy)propyl 2-bromoethyl phosphate), S1C=NC=C1 (thiazole). Run in C1(=CC=CC=C1)C (toluene). Reaction conditions: time 4 day. The product is P(=O)(OCC(COC(NCCCCCCCCCCCCCCCCC)=O)OC1=NOC=C1)(OCCC=1SC=C[NH+]1)[O-] ((2RS)-3-(N-Heptadecylcarbamoyloxy)-2-(3-isoxazolyloxy)propyl 2-thiazolioethyl phosphate). Reaction SMILES: [P:1]([O-:38])([O:34][CH2:35][CH2:36]Br)([O:3][CH2:4][CH:5]([O:28][C:29]1[CH:33]=[CH:32][O:31][N:30]=1)[CH2:6][O:7][C:8](=[O:27])[NH:9][CH2:10][CH2:11][CH2:12][CH2:13][CH2:14][CH2:15][CH2:16][CH2:17][CH2:18][CH2:19][CH2:20][CH2:21][CH2:22][CH2:23][CH2:24][CH2:25][CH3:26])=[O:2].[S:39]1[CH:43]=[CH:42][N:41]=[CH:40]1>C1(C)C=CC=CC=1>[P:1]([O-:38])([O:34][CH2:35][CH2:36][C:40]1[S:39][CH:43]=[CH:42][NH+:41]=1)([O:3][CH2:4][CH:5]([O:28][C:29]1[CH:33]=[CH:32][O:31][N:30]=1)[CH2:6][O:7][C:8](=[O:27])[NH:9][CH2:10][CH2:11][CH2:12][CH2:13][CH2:14][CH2:15][CH2:16][CH2:17][CH2:18][CH2:19][CH2:20][CH2:21][CH2:22][CH2:23][CH2:24][CH2:25][CH3:26])=[O:2]. Reported procedure: A solution of 0.940 g of (2RS)-3-(N-heptadecylcarbamoyloxy)-2-(3-isoxazolyloxy)propyl 2-bromoethyl phosphate [prepared as described in Example 11(a)] and 1.06 ml of thiazole in toluene was heated on an oil bath kept at 70° C. for 4 days, whilst stirring. The solvent was then distilled off, and the resulting residue was dissolved in 10 ml of a 95:5 by volume mixture of tetrahydrofuran and water. The solution thus obtained was passed over 11 ml of Amberlite (trade mark) MB 3 resin. The eluate was ... Reactants: CC1=CC=C(C=C1)S(=O)(=O)OCC(C=C)OC1=C(C=CC2=CC=CC=C12)C=C (2-[(2-vinyl-1-naphthyl)oxy]but-3-enyl 4-methylbenzenesulfonate). Reagents/catalysts: C(C1=CC=CC=C1)=[Ru+2].C1(CCCC1)P(C1CCCC1)C1CCCC1.C1(CCCC1)P(C1CCCC1)C1CCCC1 (bis(tricyclopentylphosphine) benzylidene ruthenium (IV)). The solvent is ClCCl (dichloromethane). Product: CC1=CC=C(C=C1)S(=O)(=O)OCC1OC2=C3C(=CC=C2C=C1)C=CC=C3 (2H-benzo[h]chromen-2-ylmethyl 4-methylbenzenesulfonate). RXN SMILES: [CH3:1][C:2]1[CH:7]=[CH:6][C:5]([S:8]([O:11][CH2:12][CH:13]([O:16][C:17]2[C:26]3[C:21](=[CH:22][CH:23]=[CH:24][CH:25]=3)[CH:20]=[CH:19][C:18]=2C=C)[CH:14]=[CH2:15])(=[O:10])=[O:9])=[CH:4][CH:3]=1>ClCCl.C(=[Ru+2])C1C=CC=CC=1.C1(P(C2CCCC2)C2CCCC2)CCCC1.C1(P(C2CCCC2)C2CCCC2)CCCC1>[CH3:1][C:2]1[CH:3]=[CH:4][C:5]([S:8]([O:11][CH2:12][CH:13]2[CH:14]=[CH:15][C:18]3[C:17](=[C:26]4[CH:25]=[CH:24][CH:23]=[CH:22][C:21]4=[CH:20][CH:19]=3)[O:16]2)(=[O:10])=[O:9])=[CH:6][CH:7]=1 |f:2.3.4|. Procedure: Treatment of 2-[(2-vinyl-1-naphthyl)oxy]but-3-enyl 4-methylbenzenesulfonate in dichloromethane with bis(tricyclopentylphosphine) benzylidene ruthenium (IV) following the conditions described for Example 1 b provides 2H-benzo[h]chromen-2-ylmethyl 4-methylbenzenesulfonate.